Dataset: the Open Reaction Database (ORD), a public repository of structured organic reaction records. Task: describe an organic reaction: reactants, conditions, products, and yield The reactants are [Si](C)(C)(C(C)(C)C)O[C@@H]1C=2C(=C(C(=NC2CC(C1)(C)C)C(C)C)[C@H](O)C1=CC=C(C=C1)C(C)(C)C)I ((R)—((S)-5-(tert-butyldimethylsilyloxy)-4-iodo-2-isopropyl-7,7-dimethyl-5,6,7,8-tetrahydroquinolin-3-yl)(4-tert-butylphenyl)methanol), O1CCC(=CC1)B1OC(C(O1)(C)C)(C)C (2-(3,6-dihydro-2H-pyran-4-yl)-4,4,5,5-tetramethyl-1,3,2-dioxaborolane). Yields the product [Si](C)(C)(C(C)(C)C)O[C@@H]1C=2C(=C(C(=NC2CC(C1)(C)C)C(C)C)[C@H](O)C1=CC=C(C=C1)C(C)(C)C)C=1CCOCC1 ((R)—((S)-5-(tert-butyldimethylsilyloxy)-4-(3,6-dihydro-2H-pyran-4-yl)-2-isopropyl-7,7-dimethyl-5,6,7,8-tetrahydroquinolin-3-yl)(4-tert-butylphenyl)methanol). RXN SMILES: [Si:1]([O:8][C@H:9]1[CH2:18][C:17]([CH3:20])([CH3:19])[CH2:16][C:15]2[N:14]=[C:13]([CH:21]([CH3:23])[CH3:22])[C:12]([C@@H:24]([C:26]3[CH:31]=[CH:30][C:29]([C:32]([CH3:35])([CH3:34])[CH3:33])=[CH:28][CH:27]=3)[OH:25])=[C:11](I)[C:10]1=2)([C:4]([CH3:7])([CH3:6])[CH3:5])([CH3:3])[CH3:2].[O:37]1[CH2:42][CH:41]=[C:40](B2OC(C)(C)C(C)(C)O2)[CH2:39][CH2:38]1>>[Si:1]([O:8][C@H:9]1[CH2:18][C:17]([CH3:20])([CH3:19])[CH2:16][C:15]2[N:14]=[C:13]([CH:21]([CH3:23])[CH3:22])[C:12]([C@@H:24]([C:26]3[CH:31]=[CH:30][C:29]([C:32]([CH3:35])([CH3:34])[CH3:33])=[CH:28][CH:27]=3)[OH:25])=[C:11]([C:40]3[CH2:41][CH2:42][O:37][CH2:38][CH:39]=3)[C:10]1=2)([C:4]([CH3:7])([CH3:6])[CH3:5])([CH3:3])[CH3:2]. Procedure: Obtained by starting from (R)—((S)-5-(tert-butyldimethylsilyloxy)-4-iodo-2-isopropyl-7,7-dimethyl-5,6,7,8-tetrahydroquinolin-3-yl)(4-tert-butylphenyl)methanol and 2-(3,6-dihydro-2H-pyran-4-yl)-4,4,5,5-tetramethyl-1,3,2-dioxaborolane. Reactants: CCOC(=O)C(=O)OCC, C1CCOC1, CC(C)[N-]C(C)C, [Li+], CCC(=NO)c1ccncc1. Product: CCOC(=O)C(=O)C(C)C(=NO)c1ccncc1. Reaction SMILES: [C:20]([C:21]([O:23][CH2:22][CH3:24])=[O:25])(=[O:26])[O:27][CH2:28][CH3:29].[CH2:30]1[O:31][CH2:32][CH2:33][CH2:34]1.[CH3:13][CH:14]([N-:15][CH:16]([CH3:17])[CH3:18])[CH3:19].[Li+:12].[n:1]1[cH:2][cH:3][c:4]([C:7]([CH2:8][CH3:9])=[N:10][OH:11])[cH:5][cH:6]1>>[n:1]1[cH:2][cH:3][c:4]([C:7]([CH:8]([CH3:9])[C:21]([C:20](=[O:26])[O:27][CH2:28][CH3:29])=[O:23])=[N:10][OH:11])[cH:5][cH:6]1. Starting materials: FC1=C(C(=CC=C1)F)C=1OC(=C(N1)C(=O)NC1=CC=CC=C1)OCC (2-(2,6-difluorophenyl)-5-ethoxy-N-phenyloxazole-4-carboxamide). Run in FC(C1=CC=CC=C1)(F)F (trifluorotoluene). The product is FC1=C(C(=CC=C1)F)C=1OC(=C(N1)C(=O)OCC)NC1=CC=CC=C1 (ethyl 2-(2,6-difluorophenyl)-5-(phenylamino)oxazole-4-carboxylate). Yield: 99.4%. RXN SMILES: [F:1][C:2]1[CH:7]=[CH:6][CH:5]=[C:4]([F:8])[C:3]=1[C:9]1[O:10][C:11]([O:23][CH2:24][CH3:25])=[C:12]([C:14]([NH:16][C:17]2[CH:22]=[CH:21][CH:20]=[CH:19][CH:18]=2)=[O:15])[N:13]=1>FC(F)(F)C1C=CC=CC=1>[F:8][C:4]1[CH:5]=[CH:6][CH:7]=[C:2]([F:1])[C:3]=1[C:9]1[O:15][C:14]([NH:16][C:17]2[CH:22]=[CH:21][CH:20]=[CH:19][CH:18]=2)=[C:12]([C:11]([O:23][CH2:24][CH3:25])=[O:10])[N:13]=1. Procedure: A solution of 2-(2,6-difluorophenyl)-5-ethoxy-N-phenyloxazole-4-carboxamide (0.13 g, 0.38 mmol) in trifluorotoluene was heated at 180° C. for 5 minutes in the microwave. The solvent was removed in vacuo to give ethyl 2-(2,6-difluorophenyl)-5-(phenylamino)oxazole-4-carboxylate (0.13 g) as a brown solid which was used without further purification. LCMS (1) Rt: 2.40 min; m/z (ES+) 345.